Dataset: the Open Reaction Database (ORD), a public repository of structured organic reaction records. Task: describe an organic reaction: reactants, conditions, products, and yield RXN SMILES: [Cl:1][c:2]1[n:3][c:4]([Cl:8])[cH:5][n:6][cH:7]1.[Cl:23][c:24]1[n:25][c:26]([N:27]2[CH2:28][CH2:29][N:30]([C:31]([O:32][C:33]([CH3:34])([CH3:35])[CH3:36])=[O:37])[CH2:38][CH2:39]2)[cH:40][n:41][cH:42]1.[NH2:9][CH:10]1[CH2:11][CH2:12][N:13]([C:16](=[O:17])[O:18][C:19]([CH3:20])([CH3:21])[CH3:22])[CH2:14][CH2:15]1>>[c:2]1([NH:9][CH:10]2[CH2:11][CH2:12][N:13]([C:16](=[O:17])[O:18][C:19]([CH3:20])([CH3:21])[CH3:22])[CH2:14][CH2:15]2)[n:3][c:4]([Cl:8])[cH:5][n:6][cH:7]1. Reactants: Clc1cncc(Cl)n1, CC(C)(C)OC(=O)N1CCN(c2cncc(Cl)n2)CC1, CC(C)(C)OC(=O)N1CCC(N)CC1. Product: CC(C)(C)OC(=O)N1CCC(Nc2cncc(Cl)n2)CC1. The reactants are CC(C)(C)OC(=O)NCC1CO1, CC#N, CCOC(C)=O, O=S(=O)([O-])C(F)(F)F, [Li+], CCN1C(=O)Cc2cc(N)cc(F)c21. The product is CCN1C(=O)Cc2cc(NCC(O)CNC(=O)OC(C)(C)C)cc(F)c21. As a reaction SMILES: [C:15]([CH3:16])([CH3:17])([CH3:18])[O:19][C:20]([NH:21][CH2:22][CH:23]1[O:24][CH2:25]1)=[O:26].[CH3:36][C:37]#[N:38].[CH3:39][CH2:40][O:41][C:42](=[O:43])[CH3:44].[F:27][C:28]([F:29])([F:30])[S:31]([O-:32])(=[O:33])=[O:34].[Li+:35].[NH2:1][c:2]1[cH:3][c:4]2[c:8]([c:9]([F:11])[cH:10]1)[N:7]([CH2:12][CH3:13])[C:6](=[O:14])[CH2:5]2>>[NH:1]([c:2]1[cH:3][c:4]2[c:8]([c:9]([F:11])[cH:10]1)[N:7]([CH2:12][CH3:13])[C:6](=[O:14])[CH2:5]2)[CH2:25][CH:23]([CH2:22][NH:21][C:20]([O:19][C:15]([CH3:16])([CH3:17])[CH3:18])=[O:26])[OH:24]. Reactants: O (water), C(=C)C1=CC=C(C=C1)O (p-vinylphenol), C1(=CC=C(C=C1)S(=O)(=O)O)C (p-toluenesulfonic acid), ion-exchanged, O (water), C(C)OC=C (ethylvinyl ether), ion-exchanged, O (water). The solvent is O1CCOCC1 (1,4-dioxane), O1CCOCC1 (1,4-dioxane). Reaction conditions: time 5 hour. Yields the product C#CC1=CC=C(C=C1)O (poly (p-vinylphenol)). RXN SMILES: [CH:1]([C:3]1[CH:8]=[CH:7][C:6]([OH:9])=[CH:5][CH:4]=1)=[CH2:2].C1(C)C=CC(S(O)(=O)=O)=CC=1.C(OC=C)C.O>O1CCOCC1>[CH:2]#[C:1][C:3]1[CH:8]=[CH:7][C:6]([OH:9])=[CH:5][CH:4]=1. Procedure details: Into a 500 ml four-necked flask purged with nitrogen were charged 25 g of poly (p-vinylphenol) ["VP-5000" manufactured by Nippon Soda K.K.] having a weight average molecular weight (Mw) of 8400 and a dispersion degree (Mw/Mn) of 1.19 (208 mmol as p-vinylphenol unit) and 0.024 g (0.125 mmol) of p-toluenesulfonic acid, and they were dissolved in 250 g of 1,4-dioxane. To this solution was added dropwise 9.0 g (125 mmol) of ethylvinyl ether, and then reaction was carried out for 5 hours at 25° C. Th... The reactants are ClC1=CC=C(C(=O)N2C(=C(C3=CC(=CC=C23)OC)CC(=O)OCCNC(=O)C=2C=NC=CC2)C)C=C1 (N-(2-{[1-(p-Chlorobenzoyl)- 5-methoxy-2-methyl-3-indolyl]acetoxy}ethyl)-3-pyridinecarboxamide), CI (methyl iodide). Run in CC(=O)C (acetone). Product: [I-].C[N+]1=CC(=CC=C1)C(NCCOC(CC1=C(N(C2=CC=C(C=C12)OC)C(C1=CC=C(C=C1)Cl)=O)C)=O)=O (1-Methyl-3-[N-(2-{[1-(p-chlorobenzoyl)-5-methoxy-2-methyl-3-indolyl]acetoxy}ethyl)carbamoyl]pyridinium iodide). The yield is 66.0%. As a reaction SMILES: [Cl:1][C:2]1[CH:36]=[CH:35][C:5]([C:6]([N:8]2[C:16]3[C:11](=[CH:12][C:13]([O:17][CH3:18])=[CH:14][CH:15]=3)[C:10]([CH2:19][C:20]([O:22][CH2:23][CH2:24][NH:25][C:26]([C:28]3[CH:29]=[N:30][CH:31]=[CH:32][CH:33]=3)=[O:27])=[O:21])=[C:9]2[CH3:34])=[O:7])=[CH:4][CH:3]=1.[CH3:37][I:38]>CC(C)=O>[I-:38].[CH3:37][N+:30]1[CH:31]=[CH:32][CH:33]=[C:28]([C:26](=[O:27])[NH:25][CH2:24][CH2:23][O:22][C:20](=[O:21])[CH2:19][C:10]2[C:11]3[C:16](=[CH:15][CH:14]=[C:13]([O:17][CH3:18])[CH:12]=3)[N:8]([C:6](=[O:7])[C:5]3[CH:4]=[CH:3][C:2]([Cl:1])=[CH:36][CH:35]=3)[C:9]=2[CH3:34])[CH:29]=1 |f:3.4|. Procedure details: The quaternization of the indomethacin ester prepared in Example 93 (0.50 g, 1.0 mmol) was carried out in acetone, using methyl iodide (1.7 g, 12 mmol). The reaction was refluxed overnight. The solvent was removed under reduced pressure and a yellow solid was obtained. The product was recrystallized using ethanol and a very small amount of ether. Small mold-like crystals were obtained which were light yellow in color. The reaction gave 0.43 g or a 66% yield of the purified material; mp 178°-179°... Starting materials: CSC1=CC=C(C=O)C=C1 (4-methylmercaptobenzaldehyde), C(C)OC(CC(=O)COC)=O (γ-methoxyacetoacetic acid ethyl ester), N (ammonia). The solvent is C(C)O (ethanol). Yields the product C(C)OC(=O)C1=C(NC(=C(C1C1=CC=C(C=C1)SC)C(=O)OCC)COC)COC (2,6-dimethoxymethyl-4-(4'-methylmercaptophenyl)-1,4-dihydropyridine-3,5-dicarboxylic acid diethyl ester). Yield: 50.0%. As a reaction SMILES: [CH3:1][S:2][C:3]1[CH:10]=[CH:9][C:6]([CH:7]=O)=[CH:5][CH:4]=1.[CH2:11]([O:13][C:14](=[O:21])[CH2:15][C:16]([CH2:18][O:19][CH3:20])=O)[CH3:12].[NH3:22]>C(O)C>[CH2:11]([O:13][C:14]([C:15]1[CH:7]([C:6]2[CH:9]=[CH:10][C:3]([S:2][CH3:1])=[CH:4][CH:5]=2)[C:15]([C:14]([O:13][CH2:11][CH3:12])=[O:21])=[C:16]([CH2:18][O:19][CH3:20])[NH:22][C:16]=1[CH2:18][O:19][CH3:20])=[O:21])[CH3:12]. Reported procedure: 7.6 g of 4-methylmercaptobenzaldehyde, 16 g of γ-methoxyacetoacetic acid ethyl ester and 6 ml of aqueous concentrated ammonia in 30 ml of ethanol are heated to the boil for 6-8 hours, and 2,6-dimethoxymethyl-4-(4'-methylmercaptophenyl)-1,4-dihydropyridine-3,5-dicarboxylic acid diethyl ester is obtained in the form of beige crystals of melting point 136°-138° C.